This data is from the Open Reaction Database (ORD), a public repository of structured organic reaction records. The task is: describe an organic reaction: reactants, conditions, products, and yield Reactants: CC(C)(C)OC(=O)N1CCC(COS(C)(=O)=O)CC1, CN(C)C=O, [H-], [I-], [K+], [Na+], O, c1ccc2[nH]cnc2c1. Yields the product CC(C)(C)OC(=O)N1CCC(Cn2cnc3ccccc32)CC1. Reaction SMILES: [CH3:1][S:2]([O:3][CH2:6][CH:7]1[CH2:8][CH2:9][N:10]([C:13](=[O:14])[O:15][C:16]([CH3:17])([CH3:18])[CH3:19])[CH2:11][CH2:12]1)(=[O:4])=[O:5].[CH3:33][N:34]([CH3:35])[CH:36]=[O:37].[H-:31].[I-:21].[K+:20].[Na+:32].[OH2:38].[n:22]1[cH:23][nH:24][c:25]2[c:26]1[cH:27][cH:28][cH:29][cH:30]2>>[CH2:6]([CH:7]1[CH2:8][CH2:9][N:10]([C:13](=[O:14])[O:15][C:16]([CH3:17])([CH3:18])[CH3:19])[CH2:11][CH2:12]1)[n:22]1[cH:23][n:24][c:25]2[c:26]1[cH:27][cH:28][cH:29][cH:30]2.